Dataset: the Open Reaction Database (ORD), a public repository of structured organic reaction records. Task: describe an organic reaction: reactants, conditions, products, and yield Starting materials: COC1(CCC(CC1)(C=O)C1=CC(=C(C=C1)OC)OC1CCCC1)OC.C1(CCCC1)OC=1C=C(C=CC1OC)C1(CCC(CC1)=O)C=O (4-(3-Cyclopentyloxy-4-methoxyphenyl)-4-formylcyclohexan-1-one 4-(3-Cyclopentyloxy-4-methoxyphenyl)-4-formylcyclohexan-1-one dimethyl ketal), Cl (hydrochloric acid). Solvent: C(C)(=O)OCC (ethyl acetate). The product is C1(CCCC1)OC=1C=C(C=CC1OC)C1(CCC(CC1)=O)C=O (4-(3-Cyclopentyloxy-4-methoxyphenyl)-4-formylcyclohexan-1-one). Isolated yield 112.9%. RXN SMILES: C[O:2][C:3]1(OC)[CH2:8][CH2:7][C:6]([C:11]2[CH:16]=[CH:15][C:14]([O:17][CH3:18])=[C:13]([O:19][CH:20]3[CH2:24][CH2:23][CH2:22][CH2:21]3)[CH:12]=2)([CH:9]=[O:10])[CH2:5][CH2:4]1.C1(OC2C=C(C3(C=O)CCC(=O)CC3)C=CC=2OC)CCCC1.Cl>C(OCC)(=O)C>[CH:20]1([O:19][C:13]2[CH:12]=[C:11]([C:6]3([CH:9]=[O:10])[CH2:5][CH2:4][C:3](=[O:2])[CH2:8][CH2:7]3)[CH:16]=[CH:15][C:14]=2[O:17][CH3:18])[CH2:21][CH2:22][CH2:23][CH2:24]1 |f:0.1|. Procedure: 4-(3-Cyclopentyloxy-4-methoxyphenyl)-4-formylcyclohexan-1-one 4-(3-Cyclopentyloxy-4-methoxyphenyl)-4-formylcyclohexan-1-one dimethyl ketal (0.1 g, 0.28 mmol) in ethyl acetate (2 mL) was treated with 3N hydrochloric acid (5 mnL) and the mixture was stirred vigorously and gently heated for 10 min. The mixture was extracted twice with ethyl acetate, the combined organic extracts were washed with 5% aqueous sodium carbonate, dried (potassium carbonate) and the solvent was removed in vacuo. This mate... The reactants are [Si](C)(C)(C(C)(C)C)OCC=1C(=COC1)CO ([4-[(tert-Butyldimethylsilyl)oxymethyl]-3-furyl]methanol), N1N=NN=C1 (tetrazole), C(C=C)OP(N(C(C)C)C(C)C)OCC=C (bis(allyloxy)(diisopropylamino)phosphine), C(C)(C)(C)OO (tert-butyl hydroperoxide). Solvent: CCCCCC (hexane), C(C)(=O)OCC (ethyl acetate), ClCCl (dichloromethane). The product is P(=O)(OCC=C)(OCC=C)OCC1=COC=C1CO[Si](C)(C)C(C)(C)C (Diallyl [4-[(tert-butyldimethylsilyl)oxymethyl]-3-furyl]methyl phosphate). Yield: 94.2%. Reaction SMILES: [Si:1]([O:8][CH2:9][C:10]1[C:11]([CH2:15][OH:16])=[CH:12][O:13][CH:14]=1)([C:4]([CH3:7])([CH3:6])[CH3:5])([CH3:3])[CH3:2].N1C=NN=N1.[CH2:22]([O:25][P:26]([O:34][CH2:35][CH:36]=[CH2:37])N(C(C)C)C(C)C)[CH:23]=[CH2:24].C([O:42]O)(C)(C)C>ClCCl.CCCCCC.C(OCC)(=O)C>[P:26]([O:16][CH2:15][C:11]1[C:10]([CH2:9][O:8][Si:1]([C:4]([CH3:7])([CH3:6])[CH3:5])([CH3:3])[CH3:2])=[CH:14][O:13][CH:12]=1)([O:25][CH2:22][CH:23]=[CH2:24])([O:34][CH2:35][CH:36]=[CH2:37])=[O:42]. Procedure: [4-[(tert-Butyldimethylsilyl)oxymethyl]-3-furyl]methanol (174 mg, 0.72 mmol) obtained from Example 35-(1) was reacted in dichloromethane (3 ml) with tetrazole (61 mg, 0.87 mmol), bis(allyloxy)(diisopropylamino)phosphine (265 mg, 1.08 mmol), and tert-butyl hydroperoxide (80% di-tert-butyl peroxide solution; Merck; 135 mg, 1.2 mmol) according to a similar procedure to that described in Example 1-(10). The oily residue obtained by extraction was subjected to chromatography on a silica gel (5 g) col... Reactants: C(C)O[C@@H](CC(=O)OC)C1=CC=C(C=C1)O (Methyl (3S)-3-ethoxy-3-(4-hydroxyphenyl)propionate), C(C)C1=C2CCC(C2=CC=C1)O (4-ethylindan-1-ol), C(C)C1=C2CCC(C2=CC=C1)O (4-Ethylindan-1-ol), C1(=CC=CC=C1)P(C1=CC=CC=C1)C1=CC=CC=C1 (triphenylphosphine), C1(=CC=CC=C1)C.N(=NC(=O)OCC)C(=O)OCC (diethyl azodicarboxylate toluene). Run in O1CCCC1 (tetrahydrofuran). Conditions: temperature 50 celsius, time 4 hour. Product: C(C)O[C@@H](CC(=O)OC)C1=CC=C(C=C1)OC1CCC2=C(C=CC=C12)CC (Methyl (3S)-3-ethoxy-3-{4-[(4-ethyl-2,3-dihydro-1H-inden-1-yl)oxy]phenyl}-propionate). As a reaction SMILES: [CH2:1]([O:3][C@H:4]([C:10]1[CH:15]=[CH:14][C:13]([OH:16])=[CH:12][CH:11]=1)[CH2:5][C:6]([O:8][CH3:9])=[O:7])[CH3:2].[CH2:17]([C:19]1[CH:27]=[CH:26][CH:25]=[C:24]2[C:20]=1[CH2:21][CH2:22][CH:23]2O)[CH3:18].C1(P(C2C=CC=CC=2)C2C=CC=CC=2)C=CC=CC=1.C1(C)C=CC=CC=1.N(C(OCC)=O)=NC(OCC)=O>O1CCCC1>[CH2:1]([O:3][C@H:4]([C:10]1[CH:15]=[CH:14][C:13]([O:16][CH:23]2[C:24]3[C:20](=[C:19]([CH2:17][CH3:18])[CH:27]=[CH:26][CH:25]=3)[CH2:21][CH2:22]2)=[CH:12][CH:11]=1)[CH2:5][C:6]([O:8][CH3:9])=[O:7])[CH3:2] |f:3.4|. Reported procedure: Methyl (3S)-3-ethoxy-3-(4-hydroxyphenyl)propionate (100 mg, 0.446 mmol) produced in Example 41 (41C) and 4-ethylindan-1-ol (109 mg, 0.669 mmol) synthesized in (44B) were dissolved in tetrahydrofuran (10 mL), and triphenylphosphine (178 mg, 0.680 mmol) and a 40% diethyl azodicarboxylate toluene solution (309 μL, 0.680 mmol) were added thereto at room temperature, and then, the resulting mixture was stirred under a nitrogen atmosphere at 50° C. for 4 hours.